Dataset: the Open Reaction Database (ORD), a public repository of structured organic reaction records. Task: describe an organic reaction: reactants, conditions, products, and yield Starting materials: solution, [OH-].[Na+] (sodium hydroxide), NO (hydroxylamine), O (water), COC=1C=C(C=C(C1OC)OC)C=1SC(=C(N1)C)C(C)=O (2-(3,4,5-trimethoxyphenyl)-4-methyl-5-acetylthiazole). The solvent is C(C)O (ethanol). Product: COC=1C=C(C=C(C1OC)OC)C=1SC(=C(N1)C)C(C)=NO (2-(3,4,5-trimethoxyphenyl)-4-methyl-5-acetylthiazole-oxime). Reaction SMILES: [CH3:1][O:2][C:3]1[CH:4]=[C:5]([C:13]2[S:14][C:15]([C:19](=O)[CH3:20])=[C:16]([CH3:18])[N:17]=2)[CH:6]=[C:7]([O:11][CH3:12])[C:8]=1[O:9][CH3:10].[OH-:22].[Na+].[NH2:24]O.O>C(O)C>[CH3:1][O:2][C:3]1[CH:4]=[C:5]([C:13]2[S:14][C:15]([C:19](=[N:24][OH:22])[CH3:20])=[C:16]([CH3:18])[N:17]=2)[CH:6]=[C:7]([O:11][CH3:12])[C:8]=1[O:9][CH3:10] |f:1.2|. Procedure details: Into an ethanolic solution of 3.1 g (0.01 mol) of 2-(3,4,5-trimethoxyphenyl)-4-methyl-5-acetylthiazole obtained in Example 1 dissolved in 50 ml of ethanol, 27 ml of an aqueous 2% solution of sodium hydroxide (0.013 mol) and 0.93 g (0.013 mol) of hydroxylamine hydrochlorinate were added, and the mixture was heated for 3 hours under a reflux condenser. After cooling the mixture to room temperature, the cooled mixture was introduced into 800 ml of iced water. The reactants are O=C([O-])[O-], CCOC(=O)C(C)(C)Oc1ccc(SC(C)=O)cc1C, CO, CC#N, FC(F)(F)Oc1ccc(-c2ncc(CCl)c(C3CC3)n2)cc1, [Cs+], [Cs+]. Yields the product CCOC(=O)C(C)(C)Oc1ccc(SCc2cnc(-c3ccc(OC(F)(F)F)cc3)nc2C2CC2)cc1C. Reaction SMILES: [C:45](=[O:46])([O-:47])[O-:48].[CH2:23]([CH3:24])[O:25][C:26]([C:27]([CH3:28])([CH3:29])[O:30][c:31]1[c:32]([CH3:41])[cH:33][c:34]([S:37][C:38](=[O:39])[CH3:40])[cH:35][cH:36]1)=[O:42].[CH3:43][OH:44].[CH3:51][C:52]#[N:53].[Cl:1][CH2:2][c:3]1[c:4]([CH:20]2[CH2:21][CH2:22]2)[n:5][c:6](-[c:9]2[cH:10][cH:11][c:12]([O:15][C:16]([F:17])([F:18])[F:19])[cH:13][cH:14]2)[n:7][cH:8]1.[Cs+:49].[Cs+:50]>>[CH2:2]([c:3]1[c:4]([CH:20]2[CH2:21][CH2:22]2)[n:5][c:6](-[c:9]2[cH:10][cH:11][c:12]([O:15][C:16]([F:17])([F:18])[F:19])[cH:13][cH:14]2)[n:7][cH:8]1)[S:37][c:34]1[cH:33][c:32]([CH3:41])[c:31]([O:30][C:27]([C:26]([O:25][CH2:23][CH3:24])=[O:42])([CH3:28])[CH3:29])[cH:36][cH:35]1. Starting materials: C(C=C)C12C(CC(C=C1)C2)C(=O)OC (methyl allylbicyclo[2.2.1]hept-5-ene-2-carboxylate), C(C1=CC=CC=C1)N (benzylamine), [Cl-].[NH4+] (ammonium chloride). Run in C(Cl)Cl (methylene chloride). Yields the product C(C1=CC=CC=C1)NC(=O)C1C2(C=CC(C1)C2)CC=C (allylbicyclo[2.2.1]hept-5-ene-2-carboxylic acid N-benzylamide). Reaction SMILES: [CH2:1]([C:4]12[CH2:10][CH:7]([CH:8]=[CH:9]1)[CH2:6][CH:5]2[C:11]([O:13]C)=O)[CH:2]=[CH2:3].[CH2:15]([NH2:22])[C:16]1[CH:21]=[CH:20][CH:19]=[CH:18][CH:17]=1.[Cl-].[NH4+]>C(Cl)Cl>[CH2:15]([NH:22][C:11]([CH:5]1[CH2:6][CH:7]2[CH2:10][C:4]1([CH2:1][CH:2]=[CH2:3])[CH:9]=[CH:8]2)=[O:13])[C:16]1[CH:21]=[CH:20][CH:19]=[CH:18][CH:17]=1 |f:2.3|. Reported procedure: 9.6 g of methyl allylbicyclo[2.2.1]hept-5-ene-2-carboxylate are mixed with 30 ml of benzylamine and 1 g of ammonium chloride, and the mixture is heated for 3 hours under reflux. After cooling, 100 ml of methylene chloride are added, and the reaction mixture is washed with 1N HCl, aqueous soda solution and saturated sodium chloride solution. The organic phase is dried and filtered, and the filtrate is concentrated, affording 3.8 g (73.4% of theory) of a red liquid resin. For the purpose of charac...